Task: describe an organic reaction: reactants, conditions, products, and yield. Dataset: the Open Reaction Database (ORD), a public repository of structured organic reaction records Starting materials: ClCCCS(=O)(=O)OC1=CC(=C(C=C1)C1=CC=C2NC(C(N(C2=C1COC1=C(C=CC(=C1)F)C)C)=O)(C)C)OC (7-[4-(3-chloropropylsulfonyloxy)-2-methoxyphenyl]-8-(5-fluoro-2-methylphenoxymethyl)-1,3,3-trimethyl-3,4-dihydro-1H-quinoxalin-2-one), C(C1=CC=CC=C1)N (benzylamine), [I-].[K+] (potassium iodide), C(C)(=O)OCC (ethyl acetate). Run in CN(C=O)C (N,N-dimethylformamide). Conditions: temperature 50 celsius, time 5 hour. Yields the product C(C1=CC=CC=C1)NCCCS(=O)(=O)OC1=CC(=C(C=C1)C1=CC=C2NC(C(N(C2=C1COC1=C(C=CC(=C1)F)C)C)=O)(C)C)OC (7-[4-(3-Benzylaminopropylsulfonyloxy)-2-methoxyphenyl]-8-(5-fluoro-2-methylphenoxymethyl)-1,3,3-trimethyl-3,4-dihydro-1H-quinoxalin-2-one). The yield is 38.2%. As a reaction SMILES: Cl[CH2:2][CH2:3][CH2:4][S:5]([O:8][C:9]1[CH:14]=[CH:13][C:12]([C:15]2[C:24]([CH2:25][O:26][C:27]3[CH:32]=[C:31]([F:33])[CH:30]=[CH:29][C:28]=3[CH3:34])=[C:23]3[C:18]([NH:19][C:20]([CH3:38])([CH3:37])[C:21](=[O:36])[N:22]3[CH3:35])=[CH:17][CH:16]=2)=[C:11]([O:39][CH3:40])[CH:10]=1)(=[O:7])=[O:6].[CH2:41]([NH2:48])[C:42]1[CH:47]=[CH:46][CH:45]=[CH:44][CH:43]=1.[I-].[K+].C(OCC)(=O)C>CN(C)C=O>[CH2:41]([NH:48][CH2:2][CH2:3][CH2:4][S:5]([O:8][C:9]1[CH:14]=[CH:13][C:12]([C:15]2[C:24]([CH2:25][O:26][C:27]3[CH:32]=[C:31]([F:33])[CH:30]=[CH:29][C:28]=3[CH3:34])=[C:23]3[C:18]([NH:19][C:20]([CH3:38])([CH3:37])[C:21](=[O:36])[N:22]3[CH3:35])=[CH:17][CH:16]=2)=[C:11]([O:39][CH3:40])[CH:10]=1)(=[O:7])=[O:6])[C:42]1[CH:47]=[CH:46][CH:45]=[CH:44][CH:43]=1 |f:2.3|. Procedure: A mixture of 7-[4-(3-chloropropylsulfonyloxy)-2-methoxyphenyl]-8-(5-fluoro-2-methylphenoxymethyl)-1,3,3-trimethyl-3,4-dihydro-1H-quinoxalin-2-one (Reference Compound No. 1-54, 50.0 mg, 0.0846 mmol), benzylamine (92.4 μL, 0.846 mmol), and potassium iodide (16.9 mg, 0.102 mmol) was suspended in anhydrous N,N-dimethylformamide (0.4 mL) and stirred at 50° C. for 5 hours. After cooling down, ethyl acetate (50 mL) was added thereto. The organic layer was washed with water (50 mL) and saturated brine (... RXN SMILES: [Cl:1][C:2]1[C:3]([CH:8]([C:20]2[CH:29]=[C:28]3[C:23]([CH:24]=[CH:25][C:26]([C:30]4[CH:35]=[CH:34][CH:33]=[CH:32][CH:31]=4)=[N:27]3)=[CH:22][CH:21]=2)[N:9]2C(=O)C3C(=CC=CC=3)C2=O)=[N:4][CH:5]=[CH:6][N:7]=1.NN.C(Cl)Cl>CCO>[Cl:1][C:2]1[C:3]([CH:8]([NH2:9])[C:20]2[CH:29]=[C:28]3[C:23]([CH:24]=[CH:25][C:26]([C:30]4[CH:35]=[CH:34][CH:33]=[CH:32][CH:31]=4)=[N:27]3)=[CH:22][CH:21]=2)=[N:4][CH:5]=[CH:6][N:7]=1. Solvent: CCO (EtOH). Reported procedure: A solution of 2-[(3-chloropyrazin-2-yl)-(2-phenylquinolin-7-yl)-methyl]-isoindole-1,3-dione (1.536 g, 3.22 mmol) and anhydrous hydrazine (335 μL, 342 mg, 10.7 mmol) in EtOH (2 mL)/CH2Cl2 (12 mL) is stirred at rt overnight. The white precipitate formed is filtered off and washed with CH2Cl2. The combined filtrate and washings are concentrated in vacuo, the residue is suspended in CDCl3 and filtered (0.45 μM pore size), and the filtrate is concentrated in vacuo to obtain the title compound as yell... Yields the product ClC=1C(=NC=CN1)C(C1=CC=C2C=CC(=NC2=C1)C1=CC=CC=C1)N (C-(3-Chloro-pyrazin-2-yl)-C-(2-phenyl-quinolin-7-yl)-methylamine). The reactants are ClC=1C(=NC=CN1)C(N1C(C2=CC=CC=C2C1=O)=O)C1=CC=C2C=CC(=NC2=C1)C1=CC=CC=C1 (2-[(3-chloropyrazin-2-yl)-(2-phenylquinolin-7-yl)-methyl]-isoindole-1,3-dione), NN (hydrazine), C(Cl)Cl (CH2Cl2). Reactants: CCBr, O=C([O-])[O-], CC(C)=O, [K+], [K+], CCOC(=O)c1c(C(=O)OCC)c(O)c2ccccc2c1O. Product: CCOC(=O)c1c(C(=O)OCC)c(OCC)c2ccccc2c1O. Reaction SMILES: [Br:1][CH2:2][CH3:3].[C:26](=[O:27])([O-:28])[O-:29].[CH3:32][C:33](=[O:34])[CH3:35].[K+:30].[K+:31].[OH:4][c:5]1[c:6]([C:21](=[O:22])[O:23][CH2:24][CH3:25])[c:7]([C:16](=[O:17])[O:18][CH2:19][CH3:20])[c:8]([OH:15])[c:9]2[cH:10][cH:11][cH:12][cH:13][c:14]12>>[CH2:2]([CH3:3])[O:4][c:5]1[c:6]([C:21](=[O:22])[O:23][CH2:24][CH3:25])[c:7]([C:16](=[O:17])[O:18][CH2:19][CH3:20])[c:8]([OH:15])[c:9]2[cH:10][cH:11][cH:12][cH:13][c:14]12.